Dataset: the Open Reaction Database (ORD), a public repository of structured organic reaction records. Task: describe an organic reaction: reactants, conditions, products, and yield Reactants: FC1=C(C=CC(=C1)F)C(=O)N=C=S (2,4-difluoro-1-benzenecarbonyl isothiocyanate), FC1=C(C=CC(=C1)F)C(=O)Cl (2,4-difluoro-1-benzenecarbonyl chloride), COC=1C=C2C(=CC=NC2=CC1OC)OC1=CC(=C(N)C=C1)F (4-[(6,7-Dimethoxy-4-quinolyl)oxy]-2-fluoroaniline). The solvent is C(C)O (ethanol), C(C)O (ethanol), C1(=CC=CC=C1)C (toluene). Run at time 2 hour. The product is FC1=C(C=CC(=C1)F)C(=O)N=C=S (2,4-Difluoro-1-benzenecarbonyl isothiocyanate), FC1=C(C(=O)NC(=S)NC2=C(C=C(C=C2)OC2=CC=NC3=CC(=C(C=C23)OC)OC)F)C=CC(=C1)F (N-(2,4-Difluorobenzoyl)-N′-{4-[(6,7-dimethoxy-4-quinolyl)oxy]-2-fluorophenyl}thiourea). The yield is 68.0%. RXN SMILES: FC1C=C(F)C=CC=1C(Cl)=O.[CH3:12][O:13][C:14]1[CH:15]=[C:16]2[C:21](=[CH:22][C:23]=1[O:24][CH3:25])[N:20]=[CH:19][CH:18]=[C:17]2[O:26][C:27]1[CH:33]=[CH:32][C:30]([NH2:31])=[C:29]([F:34])[CH:28]=1.[F:35][C:36]1[CH:41]=[C:40]([F:42])[CH:39]=[CH:38][C:37]=1[C:43]([N:45]=[C:46]=[S:47])=[O:44]>C1(C)C=CC=CC=1.C(O)C>[F:35][C:36]1[CH:41]=[C:40]([F:42])[CH:39]=[CH:38][C:37]=1[C:43]([N:45]=[C:46]=[S:47])=[O:44].[F:35][C:36]1[CH:41]=[C:40]([F:42])[CH:39]=[CH:38][C:37]=1[C:43]([NH:45][C:46]([NH:31][C:30]1[CH:32]=[CH:33][C:27]([O:26][C:17]2[C:16]3[C:21](=[CH:22][C:23]([O:24][CH3:25])=[C:14]([O:13][CH3:12])[CH:15]=3)[N:20]=[CH:19][CH:18]=2)=[CH:28][C:29]=1[F:34])=[S:47])=[O:44]. Reported procedure: 2,4-Difluoro-1-benzenecarbonyl isothiocyanate was prepared using commercially available 2,4-difluoro-1-benzenecarbonyl chloride (80 mg) as a starting compound according to the description of the literature. 4-[(6,7-Dimethoxy-4-quinolyl)oxy]-2-fluoroaniline (50 mg) was dissolved in toluene (5 ml) and ethanol (1 ml) to prepare a solution. A solution of 2,4-difluoro-1-benzenecarbonyl isothiocyanate in ethanol (1 ml) was then added to the solution, and the mixture was stirred at room temperature for...